Dataset: the Open Reaction Database (ORD), a public repository of structured organic reaction records. Task: describe an organic reaction: reactants, conditions, products, and yield The reactants are CN1CC(CC1)OC1=CC=C(C=C1)[N+](=O)[O-].C(=O)(C(F)(F)F)O (1-methyl-3-(4-nitro-phenoxy)-pyrrolidine•TFA). The reagents and catalysts are [Pd] (Pd/C). The solvent is C(C)O (ethanol). Yields the product CN1CC(CC1)OC1=CC=C(C=C1)N.C(=O)(C(F)(F)F)O (4-(1-methyl-pyrrolidin-3-yloxy)-phenylamine•TFA). As a reaction SMILES: [CH3:1][N:2]1[CH2:6][CH2:5][CH:4]([O:7][C:8]2[CH:13]=[CH:12][C:11]([N+:14]([O-])=O)=[CH:10][CH:9]=2)[CH2:3]1.[C:17]([OH:23])([C:19]([F:22])([F:21])[F:20])=[O:18]>C(O)C.[Pd]>[CH3:1][N:2]1[CH2:6][CH2:5][CH:4]([O:7][C:8]2[CH:13]=[CH:12][C:11]([NH2:14])=[CH:10][CH:9]=2)[CH2:3]1.[C:17]([OH:23])([C:19]([F:22])([F:21])[F:20])=[O:18] |f:0.1,4.5|. Reported procedure: A solution of 1-methyl-3-(4-nitro-phenoxy)-pyrrolidine•TFA (0.34 g, 1.0 mmol) in ethanol (10 mL) is hydrogenated for one hour at atmospheric pressure over 10% Pd/C. The mixture is filtered through a pad of diatomaceous earth and concentrated under reduced pressure to give 4-(1-methyl-pyrrolidin-3-yloxy)-phenylamine•TFA as a black solid. The reactants are FC1=C(C=C(C(=C1)F)F)C=CC(=O)O (3-(2,4,5-Trifluorophenyl)acrylic acid). The solvent is C(C)(=O)O (acetic acid). Reaction conditions: time 20 minute. The product is FC1=C(C=C(C(=C1)F)F)CCC(=O)O (3-(2,4,5-Trifluorophenyl)propionic acid). The yield is 94.6%. RXN SMILES: [F:1][C:2]1[CH:7]=[C:6]([F:8])[C:5]([F:9])=[CH:4][C:3]=1[CH:10]=[CH:11][C:12]([OH:14])=[O:13]>C(O)(=O)C>[F:1][C:2]1[CH:7]=[C:6]([F:8])[C:5]([F:9])=[CH:4][C:3]=1[CH2:10][CH2:11][C:12]([OH:14])=[O:13]. Procedure details: 3-(2,4,5-Trifluorophenyl)acrylic acid (3.50 g, 17.3 mmol) was dissolved in glacial acetic acid (40 mL) and treated with active carbon (˜0.5 g). The mixture was stirred for 20 min, the carbon filtered off and washed with glacial acetic acid (20 mL). To the resulting solution Pd on carbon catalyst (0.45 g, 10% Pd) was added and the mixture was stirred under hydrogen at atmospheric pressure overnight. The suspension was filtered and concentrated in vacuo. Residual acetic acid was removed by additio...